This data is from the Open Reaction Database (ORD), a public repository of structured organic reaction records. The task is: describe an organic reaction: reactants, conditions, products, and yield The reactants are C(C)OC(CC(C1=CC=CC=C1)=O)=O (3-oxo-3-phenyl-propionic acid ethyl ester), O([K])C(C)(C)C (KO-t-Bu), C1CCOC1 (THF), BrCC(=O)CBr (bromomethyl ketone). Reaction conditions: time 20 minute. Yields the product C(C)OC(C(CC(CCC1=CC=CC=C1)=O)C(C1=CC=CC=C1)=O)=O (2-Benzoyl-4-oxo-6-phenyl-hexanoic acid ethyl ester). RXN SMILES: [CH2:1]([O:3][C:4](=[O:14])[CH2:5][C:6](=[O:13])[C:7]1[CH:12]=[CH:11][CH:10]=[CH:9][CH:8]=1)[CH3:2].O([C:17]([CH3:20])([CH3:19])[CH3:18])[K].Br[CH2:22][C:23]([CH2:25]Br)=[O:24].[CH2:27]1[CH2:31]OC[CH2:28]1>>[CH2:1]([O:3][C:4](=[O:14])[CH:5]([C:6](=[O:13])[C:7]1[CH:8]=[CH:9][CH:10]=[CH:11][CH:12]=1)[CH2:22][C:23](=[O:24])[CH2:25][CH2:18][C:17]1[CH:20]=[CH:31][CH:27]=[CH:28][CH:19]=1)[CH3:2]. Procedure: Neat 3-oxo-3-phenyl-propionic acid ethyl ester (95%; 0.80 mL; 4.4 mmol) was added over 1.5 min to a soln of KO-t-Bu (1.0 M in THF; 4.40 mL; 4.4 mmol) in THF (4.4 mL) at 0° C. After 20 min, the above solid bromomethyl ketone (910 mg; 4.0 mmol) was added in one portion. After an additional 2 h, the rxn was quenched with aq. citric acid. The organic volatiles were removed on a rotary evaporator then the product extracted into EtOAc (25 mL). The soln was washed with water (2×8 mL), satd NaCl (1×8 mL... Reactants: ICl (Iodine monochloride), CC(C)C1=C(N)C=CC=C1 (2-[prop-2-yl]-aniline), C(C)(=O)[O-].[Na+] (sodium acetate). The solvent is C(C)(=O)O (acetic acid). Run at time 1 hour. Yields the product IC1=CC(=C(N)C=C1)C(C)C (4-Iodo-2-[prop-2-yl]aniline). RXN SMILES: [I:1]Cl.[CH3:3][CH:4]([C:6]1[CH:12]=[CH:11][CH:10]=[CH:9][C:7]=1[NH2:8])[CH3:5].C([O-])(=O)C.[Na+]>C(O)(=O)C>[I:1][C:11]1[CH:10]=[CH:9][C:7]([NH2:8])=[C:6]([CH:4]([CH3:5])[CH3:3])[CH:12]=1 |f:2.3|. Procedure details: Iodine monochloride (12.9 cm3) was added at room temperature to a stirred solution of 2-[prop-2-yl]-aniline (27.0 g) and sodium acetate (16.4 g) in acetic acid (250 cm3). After 1 hour, volatile material was removed in vacuo and the residue was partitioned between ethyl acetate (200 cm3) and 10% sodium carbonate solution (50 cm3). The dried (MgSO4) organic extract was filtered and evaporated in vacuo to afford an oil which was chromatographed on silica (Merck "MK 60.9385") eluting with hexane. Co... Starting materials: O=[Ag], CCCCCCCCOC(=O)c1ccc(CBr)cc1, CCOCC, CN(C)C=O, CCCCCCC1CCC(O)C(=O)O1. Yields the product CCCCCCCCOC(=O)c1ccc(COC2CCC(CCCCCC)OC2=O)cc1. RXN SMILES: [Ag:44]=[O:45].[Br:1][CH2:2][c:3]1[cH:4][cH:5][c:6]([C:7](=[O:8])[O:9][CH2:10][CH2:11][CH2:12][CH2:13][CH2:14][CH2:15][CH2:16][CH3:17])[cH:18][cH:19]1.[CH3:34][CH2:35][O:36][CH2:37][CH3:38].[CH3:39][N:40]([CH3:41])[CH:42]=[O:43].[OH:20][CH:21]1[C:22](=[O:23])[O:24][CH:25]([CH2:28][CH2:29][CH2:30][CH2:31][CH2:32][CH3:33])[CH2:26][CH2:27]1>>[CH2:2]([c:3]1[cH:4][cH:5][c:6]([C:7](=[O:8])[O:9][CH2:10][CH2:11][CH2:12][CH2:13][CH2:14][CH2:15][CH2:16][CH3:17])[cH:18][cH:19]1)[O:20][CH:21]1[C:22](=[O:23])[O:24][CH:25]([CH2:28][CH2:29][CH2:30][CH2:31][CH2:32][CH3:33])[CH2:26][CH2:27]1. Reactants: Nc1cc(Br)ccc1OC(F)(F)F, O=C([O-])[O-], CC(=O)[O-], CC(=O)[O-], CCOC(=O)c1cc(-c2ccnc(I)n2)n(C)c1, CN(C)C=O, [K+], [K+], [Pd+2]. The product is CCOC(=O)c1cc(-c2ccnc(I)n2)n(CC(F)(F)F)c1. As a reaction SMILES: [Br:1][c:2]1[cH:3][cH:4][c:5]([O:6][C:10]([F:11])([F:12])[F:13])[c:7]([NH2:9])[cH:8]1.[C:32](=[O:33])([O-:34])[O-:35].[C:43]([O-:44])(=[O:45])[CH3:46].[C:48]([O-:49])(=[O:50])[CH3:51].[CH2:14]([CH3:15])[O:16][C:17](=[O:18])[c:19]1[cH:20][n:21]([CH3:31])[c:22](-[c:24]2[n:25][c:26]([I:30])[n:27][cH:28][cH:29]2)[cH:23]1.[CH3:38][N:39]([CH3:40])[CH:41]=[O:42].[K+:36].[K+:37].[Pd+2:47]>>[C:10]([F:11])([F:12])([F:13])[CH2:31][n:21]1[cH:20][c:19]([C:17]([O:16][CH2:14][CH3:15])=[O:18])[cH:23][c:22]1-[c:24]1[n:25][c:26]([I:30])[n:27][cH:28][cH:29]1. Starting materials: C1COCCOCCOCCOCCOCCO1 (18-crown-6), C([O-])([O-])=O.[K+].[K+] (potassium carbonate), BrC=1C(=C(C(=O)OCC)C=CC1C(=O)OCC)Br (diethyl dibromoterephthalate), C1=CC=CC=2C3=CC=CC=C3NC12 (carbazole), N#N (N2). The reagents and catalysts are [Cu] (copper). The solvent is O (water), ClC1=C(C=CC=C1)Cl (1,2-dichlorobenzene). Run at temperature 170 celsius. Product: BrC1=C(C(=O)OC)C=C(C(=C1)C(=O)OC)N1C2=CC=CC=C2C=2C=CC=CC12 (Dimethyl 2-bromo-5-carbazol-9-ylterephthalate). RXN SMILES: Br[C:2]1[C:3]([Br:18])=[C:4]([CH:10]=[CH:11][C:12]=1[C:13]([O:15][CH2:16]C)=[O:14])[C:5]([O:7][CH2:8]C)=[O:6].[CH:19]1[C:31]2[NH:30][C:29]3[C:24](=[CH:25][CH:26]=[CH:27][CH:28]=3)[C:23]=2[CH:22]=[CH:21][CH:20]=1.N#N.C1OCCOCCOCCOCCOCCOC1.C(=O)([O-])[O-].[K+].[K+]>ClC1C=CC=CC=1Cl.[Cu].O>[Br:18][C:3]1[CH:2]=[C:12]([C:13]([O:15][CH3:16])=[O:14])[C:11]([N:30]2[C:31]3[CH:19]=[CH:20][CH:21]=[CH:22][C:23]=3[C:24]3[C:29]2=[CH:28][CH:27]=[CH:26][CH:25]=3)=[CH:10][C:4]=1[C:5]([O:7][CH3:8])=[O:6] |f:4.5.6|. Procedure: A degassed solution of 157.6 g (400 mmol) of diethyl dibromoterephthalate and 36.7 g (220 mmol) of carbazole in 1 l of 1,2-dichlorobenzene is saturated with N2 for 1 h. Then, firstly 20 g (314 mmol) of copper powder, then 18 g (67 mmol) of 18-crown-6 are added to the solution, and 177 g (850 mmol) of potassium carbonate as the solid are subsequently added. The reaction mixture is heated at 170° C. for 18 h. After cooling to room temperature, 1 l of water is carefully added. The organic phase is ...